This data is from the Open Reaction Database (ORD), a public repository of structured organic reaction records. The task is: describe an organic reaction: reactants, conditions, products, and yield The reactants are CCCCCC1CCC(C(=O)O)CC1, ClCCl, CN(C)c1ccncc1, C(=NC1CCCCC1)=NC1CCCCC1, O, N#CC#Cc1ccc(O)cc1. Yields the product CCCCCC1CCC(C(=O)Oc2ccc(C#CC#N)cc2)CC1. As a reaction SMILES: [CH2:12]([CH2:13][CH2:14][CH2:15][CH3:16])[CH:17]1[CH2:18][CH2:19][CH:20]([C:23](=[O:24])[OH:25])[CH2:21][CH2:22]1.[CH2:51]([Cl:52])[Cl:53].[CH3:42][N:43]([CH3:44])[c:45]1[cH:46][cH:47][n:48][cH:49][cH:50]1.[CH:26]1([N:27]=[C:28]=[N:29][CH:30]2[CH2:31][CH2:32][CH2:33][CH2:34][CH2:35]2)[CH2:36][CH2:37][CH2:38][CH2:39][CH2:40]1.[OH2:41].[OH:1][c:2]1[cH:3][cH:4][c:5]([C:8]#[C:9][C:10]#[N:11])[cH:6][cH:7]1>>[O:1]([c:2]1[cH:3][cH:4][c:5]([C:8]#[C:9][C:10]#[N:11])[cH:6][cH:7]1)[C:23]([CH:20]1[CH2:19][CH2:18][CH:17]([CH2:12][CH2:13][CH2:14][CH2:15][CH3:16])[CH2:22][CH2:21]1)=[O:24]. Reactants: CO (MeOH), C(C1=CC=CC=C1)(=O)NC1C=2C=CC=C(C2CCC1)OCC(=O)OC (methyl 5-benzoylamino-5,6,7,8-tetrahydro-naphth-1-yl-oxyacetate), CO (methanol). Run in [OH-].[Na+] (NaOH). The product is C(C1=CC=CC=C1)(=O)NC1C=2C=CC=C(C2CCC1)OCC(=O)O (5-Benzoylamino-5,6,7,8-tetrahydro-naphth-1-yl-oxyacetic acid). RXN SMILES: [C:1]([NH:9][CH:10]1[CH2:19][CH2:18][CH2:17][C:16]2[C:15]([O:20][CH2:21][C:22]([O:24]C)=[O:23])=[CH:14][CH:13]=[CH:12][C:11]1=2)(=[O:8])[C:2]1[CH:7]=[CH:6][CH:5]=[CH:4][CH:3]=1.CO>[OH-].[Na+]>[C:1]([NH:9][CH:10]1[CH2:19][CH2:18][CH2:17][C:16]2[C:15]([O:20][CH2:21][C:22]([OH:24])=[O:23])=[CH:14][CH:13]=[CH:12][C:11]1=2)(=[O:8])[C:2]1[CH:3]=[CH:4][CH:5]=[CH:6][CH:7]=1 |f:2.3|. Procedure: 50 mmol of methyl 5-benzoylamino-5,6,7,8-tetrahydro-naphth-1-yl-oxyacetate are stirred in 60 ml of 1N NaOH and 120 ml of MeOH at room temperature for 6 hours. The methanol is stripped off, the NaOH solution is extracted by shaking with ethyl acetate and the extract is then acidified with 10% strength HCl solution. The acid solution is extracted by shaking 3 times with ethyl acetate or tetrahydrofuran, the extract is dried over Na2SO4 and evaporated and the residue is dried under a high vacuum. Starting materials: CCOC(C)=O, CCOc1cccc(Cc2ncc(C=O)c3cc(OCCBr)c(OC)cc23)c1, CCCCCC, CC(=O)O, O=[Se]=O. Yields the product CCOc1cccc(C(=O)c2ncc(C=O)c3cc(OCCBr)c(OC)cc23)c1. RXN SMILES: [C:38]([O:39][CH2:40][CH3:41])(=[O:42])[CH3:43].[CH2:1]([CH3:2])[O:3][c:4]1[cH:5][c:6]([CH2:7][c:8]2[n:9][cH:10][c:11]([CH:24]=[O:25])[c:12]3[cH:13][c:14]([O:20][CH2:21][CH2:22][Br:23])[c:15]([O:18][CH3:19])[cH:16][c:17]23)[cH:26][cH:27][cH:28]1.[CH3:32][CH2:33][CH2:34][CH2:35][CH2:36][CH3:37].[CH3:44][C:45](=[O:46])[OH:47].[Se:29](=[O:30])=[O:31]>>[CH2:1]([CH3:2])[O:3][c:4]1[cH:5][c:6]([C:7]([c:8]2[n:9][cH:10][c:11]([CH:24]=[O:25])[c:12]3[cH:13][c:14]([O:20][CH2:21][CH2:22][Br:23])[c:15]([O:18][CH3:19])[cH:16][c:17]23)=[O:30])[cH:26][cH:27][cH:28]1. Reactants: COC1=C(CN)C=CC=C1 (2-Methoxybenzylamine), Cl.N1(CCCC1)CC(C)N1C2=CC=CC=C2SC=2C=CC(=CC12)C(=O)Cl (10-[(2RS)-1-(1-pyrrolidinyl)-2-propyl]-2-phenothiazinecarbonyl chloride hydrochloride). The solvent is C(Cl)Cl (methylene chloride). Conditions: time 16 hour. Yields the product COC1=C(CNC(=O)C2=CC=3N(C4=CC=CC=C4SC3C=C2)C(CN2CCCC2)C)C=CC=C1 (N-(2-methoxybenzyl)-10-[(2RS)-1-(1-pyrrolidinyl)-2-propyl]-2-phenothiazinecarboxamide). As a reaction SMILES: [CH3:1][O:2][C:3]1[CH:10]=[CH:9][CH:8]=[CH:7][C:4]=1[CH2:5][NH2:6].Cl.[N:12]1([CH2:17][CH:18]([N:20]2[C:33]3[CH:32]=[C:31]([C:34](Cl)=[O:35])[CH:30]=[CH:29][C:28]=3[S:27][C:26]3[C:21]2=[CH:22][CH:23]=[CH:24][CH:25]=3)[CH3:19])[CH2:16][CH2:15][CH2:14][CH2:13]1>C(Cl)Cl>[CH3:1][O:2][C:3]1[CH:10]=[CH:9][CH:8]=[CH:7][C:4]=1[CH2:5][NH:6][C:34]([C:31]1[CH:30]=[CH:29][C:28]2[S:27][C:26]3[C:21](=[CH:22][CH:23]=[CH:24][CH:25]=3)[N:20]([CH:18]([CH3:19])[CH2:17][N:12]3[CH2:16][CH2:15][CH2:14][CH2:13]3)[C:33]=2[CH:32]=1)=[O:35] |f:1.2|. Reported procedure: 2-Methoxybenzylamine (26.1 cc) is added dropwise at a temperature of 10° C. and with stirring to a solution of 10-[(2RS)-1-(1-pyrrolidinyl)-2-propyl]-2-phenothiazinecarbonyl chloride hydrochloride (13.2 g in methylene chloride (125 cc). Stirring is continued for 15 minutes at 10° C. and 16 hours at 20° C. The reaction mixture is washed with distilled water (3×100 cc) and the organic phase is dried over magnesium sulphate, filtered and concentrated to dryness under reduced pressure (30 mm Hg; 4 k... The reactants are C(C)(=O)O[BH-](OC(C)=O)OC(C)=O.[Na+] (sodium triacetoxyborohydride), N1N=CC2=CC(=CC=C12)NC1CCC(CC1)=O (4-(1H-5-Indazolylamino)-1-cyclohexanone), N1N=CC2=CC(=CC=C12)NC1CCC(CC1)=O (4-(1H-5-Indazolylamino)-1-cyclohexanone), S1C(=CC=C1)CCN (2-thiophenethylamine), Cl.CO (Hydrochloric acid methanol). The solvent is CO (methanol). Run at time 18 hour. The product is N1N=CC2=CC(=CC=C12)NC1CCC(CC1)NC(C)C (N1-(1H-5-Indazolyl)-N4-isopropyl-1,4-cyclohexanediamine). The yield is 31.0%. RXN SMILES: [NH:1]1[C:9]2[C:4](=[CH:5][C:6]([NH:10][CH:11]3[CH2:16][CH2:15][C:14](=O)[CH2:13][CH2:12]3)=[CH:7][CH:8]=2)[CH:3]=[N:2]1.S1C=CC=C1[CH2:23][CH2:24][NH2:25].[C:26](O[BH-](OC(=O)C)OC(=O)C)(=O)C.[Na+].Cl.CO>CO>[NH:1]1[C:9]2[C:4](=[CH:5][C:6]([NH:10][CH:11]3[CH2:16][CH2:15][CH:14]([NH:25][CH:24]([CH3:23])[CH3:26])[CH2:13][CH2:12]3)=[CH:7][CH:8]=2)[CH:3]=[N:2]1 |f:2.3,4.5|. Reported procedure: 4-(1H-5-Indazolylamino)-1-cyclohexanone (intermediate 3) (57 mg) and 2-thiophenethylamine (64 mg) were dissolved in methanol (1 ml), and sodium triacetoxyborohydride (105 mg) was added by portions to the solution at room temperature. The reaction mixture was stirred at room temperature for 18 hr. Hydrochloric acid-methanol was then added thereto, and the reaction mixture was stirred and was then concentrated. The residue was purified by HPLC [0.5% aqueous trifluoroacetic acid solution/acetonitri... Reactants: CCCCCCCC(=O)C([NH3+])(C(=O)CCCCCCC)C(=O)CCCCCCC, C=CC1CC1(C(=O)CCC(C)C)C(=O)OCC, [Cl-]. The product is C=CC1CC(C(=O)OCC)=C(CCC(C)C)O1. Reaction SMILES: [C:19]([C:20]([NH3+:21])([C:22](=[O:23])[CH2:24][CH2:25][CH2:26][CH2:27][CH2:28][CH2:29][CH3:30])[C:31](=[O:32])[CH2:33][CH2:34][CH2:35][CH2:36][CH2:37][CH2:38][CH3:39])(=[O:40])[CH2:41][CH2:42][CH2:43][CH2:44][CH2:45][CH2:46][CH3:47].[CH:1](=[CH2:2])[CH:3]1[C:4]([C:6](=[O:7])[O:8][CH2:9][CH3:10])([C:11]([CH2:12][CH2:13][CH:14]([CH3:15])[CH3:16])=[O:17])[CH2:5]1.[Cl-:18]>>[CH:1](=[CH2:2])[CH:3]1[CH2:5][C:4]([C:6](=[O:7])[O:8][CH2:9][CH3:10])=[C:11]([CH2:12][CH2:13][CH:14]([CH3:15])[CH3:16])[O:17]1. The reactants are ClC1=NN(C2=CC=CC=C12)S(=O)(=O)C1=CC=C(C(=O)NCC2=CC=C(C=C2)F)C=C1 (4-(3-chloro-indazole-1-sulfonyl)-N-(4-fluoro-benzyl)-benzamide), N1CCOCC1 (morpholine). Run in CCOC(=O)C (EtOAc). Conditions: temperature 100 celsius, time 8 hour. Yields the product FC1=CC=C(CNC(C2=CC=C(C=C2)S(=O)(=O)N2N=C(C3=CC=CC=C23)N2CCOCC2)=O)C=C1 (N-(4-Fluoro-benzyl)-4-(3-morpholin-4-yl-indazole-1-sulfonyl)-benzamide). Isolated yield 34.0%. Reaction SMILES: Cl[C:2]1[C:10]2[C:5](=[CH:6][CH:7]=[CH:8][CH:9]=2)[N:4]([S:11]([C:14]2[CH:30]=[CH:29][C:17]([C:18]([NH:20][CH2:21][C:22]3[CH:27]=[CH:26][C:25]([F:28])=[CH:24][CH:23]=3)=[O:19])=[CH:16][CH:15]=2)(=[O:13])=[O:12])[N:3]=1.[NH:31]1[CH2:36][CH2:35][O:34][CH2:33][CH2:32]1>CCOC(C)=O>[F:28][C:25]1[CH:26]=[CH:27][C:22]([CH2:21][NH:20][C:18](=[O:19])[C:17]2[CH:29]=[CH:30][C:14]([S:11]([N:4]3[C:5]4[C:10](=[CH:9][CH:8]=[CH:7][CH:6]=4)[C:2]([N:31]4[CH2:36][CH2:35][O:34][CH2:33][CH2:32]4)=[N:3]3)(=[O:13])=[O:12])=[CH:15][CH:16]=2)=[CH:23][CH:24]=1. Procedure: Dissolve 4-(3-chloro-indazole-1-sulfonyl)-N-(4-fluoro-benzyl)-benzamide (91 mg, 0.20 mmol) in morpholine (1.0 mL) and stir at 100° C. overnight. Dilute the solution with EtOAc (30 mL) and wash with 1N HCl (11 mL), water (10 mL), and satd NaHCO3 (10 mL). Dry, filter and concentrate the organic solution and purify the residue by flash chromatography, using a linear gradient of 20% to 80% EtOAc/hexanes, to give the title compound as a white foam (17 mg, 34%). MS (ES) 495.0 (M+1)+, 493.1 (M−1)−. Starting materials: C(C)OC(CN)OCC (2,2-diethoxyethanamine), C1(=CC=CC=C1)CCCBr (3-phenylpropyl bromide). Product: C(C)OC(CNCCCC1=CC=CC=C1)OCC (N-(2,2-diethoxyethyl)-3-phenylpropan-1-amine). The yield is 27.3%. Reaction SMILES: [CH2:1]([O:3][CH:4]([O:7][CH2:8][CH3:9])[CH2:5][NH2:6])[CH3:2].[C:10]1([CH2:16][CH2:17][CH2:18]Br)[CH:15]=[CH:14][CH:13]=[CH:12][CH:11]=1>>[CH2:1]([O:3][CH:4]([O:7][CH2:8][CH3:9])[CH2:5][NH:6][CH2:18][CH2:17][CH2:16][C:10]1[CH:15]=[CH:14][CH:13]=[CH:12][CH:11]=1)[CH3:2]. Procedure details: According to the procedure described in the synthesis method of Compound IX-1, 2,2-diethoxyethanamine (5.82 ml, 40 mmol) was reacted with 3-phenylpropyl bromide (3.02 ml, 20 mmol) and the obtained residue was purified by Büch silica gel column chromatography (eluent: chloroform only) to obtain the title compound (1.37 g, 27%). Starting materials: C(C)(C)(C)OC(NC1=CC(=CC=C1)CN1N=C(C=C1)NC([C@H](CC1CCCC1)C1=CC(=C(C=C1)S(=O)(=O)C)Cl)=O)=O ((3-{3-[2-(R)-(3-chloro-4-methanesulfonyl-phenyl)-3-cyclopentyl-propionylamino]-pyrazol-1-ylmethyl}-phenyl)-carbamic acid tert-butyl ester), CO (methanol), C(Cl)(Cl)Cl (chloroform). The reagents and catalysts are S(O)(O)(=O)=O (sulfuric acid). Reaction conditions: temperature 70 celsius, time 2 day. Product: COC(CC1=CC(=C(C=C1)SC)C)=O ((3-methyl-4-methylsulfanyl-phenyl)-acetic acid methyl ester). Isolated yield 83.0%. Reaction SMILES: C(OC(=O)NC1C=CC=C(CN2C=CC(N[C:21](=[O:40])[C@@H:22]([C:29]3[CH:34]=[CH:33][C:32]([S:35]([CH3:38])(=O)=O)=[C:31](Cl)[CH:30]=3)CC3CCCC3)=N2)C=1)(C)(C)C.[CH3:42][OH:43].[CH:44](Cl)(Cl)Cl>S(=O)(=O)(O)O>[CH3:42][O:43][C:21](=[O:40])[CH2:22][C:29]1[CH:34]=[CH:33][C:32]([S:35][CH3:38])=[C:31]([CH3:44])[CH:30]=1. Procedure: (3-Methyl-4-methylsulfanyl-phenyl)-acetic acid (prepared as in PCT WO 2004/052869 A1, Example 57, 1.50 g, 7.64 mmol) was placed in a pressure bottle with methanol (15 mL) and concentrated sulfuric acid (9 drops) and heated at 70° C. for 16 h and then stirred at 25° C. for 2 days. The reaction was then diluted with chloroform and concentrated with silica gel (4 g) in vacuo and purified on Biotage Flash chromatography system (40M column, silica gel, 20% ethyl acetate/hexanes) to afford (3-methyl-4... Reactants: C(C)N(CC)S(F)(F)F (Diethylaminosulfurtrifluoride), OCCCCCCN1C(C2CC2C1=O)=O (3-(6-hydroxyhex-1-yl)-3-azabicyclo[3.1.0]hexane-2,4-dione), O (water). Run in ClCCl (dichloromethane). Conditions: time 8 hour. The product is FCCCCCCN1C(C2CC2C1=O)=O (3-(6-Fluorohex-1 -yl)-3-azabicyclo[3.1 .0]hexane-2,4-dione). As a reaction SMILES: C(N(S(F)(F)[F:7])CC)C.O[CH2:11][CH2:12][CH2:13][CH2:14][CH2:15][CH2:16][N:17]1[C:22](=[O:23])[CH:21]2[CH:19]([CH2:20]2)[C:18]1=[O:24].O>ClCCl>[F:7][CH2:11][CH2:12][CH2:13][CH2:14][CH2:15][CH2:16][N:17]1[C:22](=[O:23])[CH:21]2[CH:19]([CH2:20]2)[C:18]1=[O:24]. Procedure details: Diethylaminosulfurtrifluoride (76mg) was added dropwise to a stirred solution of 3-(6-hydroxyhex-1-yl)-3-azabicyclo[3.1.0]hexane-2,4-dione (from step (b), 100mg) in dichloromethane (2.0 ml) at room temperature under a nitrogen atmosphere. The reaction mixture was stirred overnight at room temperature and water (3 ml) was then added. The reaction mixture was extracted with ether (2×10 ml) and the combined organic extracts were dried (MgSO4) and evaporated in vacuo. The residue was purified by chr...